This data is from the Open Reaction Database (ORD), a public repository of structured organic reaction records. The task is: describe an organic reaction: reactants, conditions, products, and yield The reactants are C, Cc1ccc2[nH]cc(C3=C(c4cn(C)c5ccc(C)cc45)C(=O)N(C)C3=O)c2c1, CN(C)C=O, [Pd]. The product is Cc1ccc2[nH]cc(C3C(=O)N(C)C(=O)C3c3cn(C)c4ccc(C)cc34)c2c1. As a reaction SMILES: [C:35].[CH3:1][n:2]1[cH:3][c:4]([C:12]2=[C:17]([c:18]3[cH:19][nH:20][c:21]4[cH:22][cH:23][c:24]([CH3:27])[cH:25][c:26]34)[C:16](=[O:28])[N:15]([CH3:29])[C:13]2=[O:14])[c:5]2[cH:6][c:7]([CH3:11])[cH:8][cH:9][c:10]12.[O:30]=[CH:31][N:32]([CH3:33])[CH3:34].[Pd:36]>>[CH3:1][n:2]1[cH:3][c:4]([CH:12]2[C:13](=[O:14])[N:15]([CH3:29])[C:16](=[O:28])[CH:17]2[c:18]2[cH:19][nH:20][c:21]3[cH:22][cH:23][c:24]([CH3:27])[cH:25][c:26]23)[c:5]2[cH:6][c:7]([CH3:11])[cH:8][cH:9][c:10]12. The reactants are Cc1c(C(=O)OC(C)(C)C)oc2cccc(O)c12, CI, [K+], [K+], O=C([O-])[O-], CN(C)C=O. Yields the product COc1cccc2oc(C(=O)OC(C)(C)C)c(C)c12. Reaction SMILES: [C:1]([CH3:2])([CH3:3])([CH3:4])[O:5][C:6](=[O:7])[c:8]1[o:9][c:10]2[c:11]([c:12]1[CH3:13])[c:14]([OH:18])[cH:15][cH:16][cH:17]2.[I:19][CH3:20].[K+:21].[K+:22].[O-:23][C:24]([O-:25])=[O:26].[O:27]=[CH:28][N:29]([CH3:30])[CH3:31]>>[C:1]([CH3:2])([CH3:3])([CH3:4])[O:5][C:6](=[O:7])[c:8]1[o:9][c:10]2[c:11]([c:12]1[CH3:13])[c:14]([O:18][CH3:24])[cH:15][cH:16][cH:17]2. The reactants are BrC=1N=C2C(=NC1)N(C=C2C(=O)NC(C)C)COCC[Si](C)(C)C (2-bromo-N-isopropyl-5-((2-(trimethylsilyl)ethoxy)methyl)-5H-pyrrolo[2,3-b]pyrazine-7-carboxamide), C(#N)C1CN(C1)C([C@@H](C)NC(=O)C1=CNC2=NC=C(N=C21)C2=NN(C1=CC(=CC=C21)Cl)C)=O (2-(6-chloro-1-methyl-1H-indazol-3-yl)-5H-pyrrolo[2,3-b]pyrazine-7-carboxylic acid [(R)-2-(3-cyano-azetidin-1-yl)-1-methyl-2-oxo-ethyl]-amide). Reagents/catalysts: [Cu]I (copper(I) iodide), C=1C=CC(=CC1)[P](C=2C=CC=CC2)(C=3C=CC=CC3)[Pd]([P](C=4C=CC=CC4)(C=5C=CC=CC5)C=6C=CC=CC6)([P](C=7C=CC=CC7)(C=8C=CC=CC8)C=9C=CC=CC9)[P](C=1C=CC=CC1)(C=1C=CC=CC1)C=1C=CC=CC1 (Tetrakis(triphenylphosphine)palladium(0)). Run in CN(C)C=O (DMF), C(C)(=O)OCC (ethyl acetate), [Cl-].[NH4+] (ammonium chloride). Conditions: temperature 80 celsius. Yields the product ClC1=CC=C2C(=NNC2=C1)C=1N=C2C(=NC1)N(C=C2C(=O)NC(C)C)COCC[Si](C)(C)C (2-(6-chloro-1H-indazol-3-yl)-N-isopropyl-5-((2-(trimethylsilyl)ethoxy)methyl)-5H-pyrrolo[2,3-b]pyrazine-7-carboxamide). Yield: 23.6%. Reaction SMILES: Br[C:2]1[N:3]=[C:4]2[C:10]([C:11]([NH:13][CH:14]([CH3:16])[CH3:15])=[O:12])=[CH:9][N:8]([CH2:17][O:18][CH2:19][CH2:20][Si:21]([CH3:24])([CH3:23])[CH3:22])[C:5]2=[N:6][CH:7]=1.C(C1CN(C(=O)[C@H](NC(C2C3C(=NC=C([C:46]4[C:54]5[C:49](=[CH:50][C:51]([Cl:55])=[CH:52][CH:53]=5)[N:48](C)[N:47]=4)N=3)NC=2)=O)C)C1)#N>CN(C=O)C.C(OCC)(=O)C.[Cl-].[NH4+].[Cu]I.C1C=CC([P]([Pd]([P](C2C=CC=CC=2)(C2C=CC=CC=2)C2C=CC=CC=2)([P](C2C=CC=CC=2)(C2C=CC=CC=2)C2C=CC=CC=2)[P](C2C=CC=CC=2)(C2C=CC=CC=2)C2C=CC=CC=2)(C2C=CC=CC=2)C2C=CC=CC=2)=CC=1>[Cl:55][C:51]1[CH:50]=[C:49]2[C:54]([C:46]([C:2]3[N:3]=[C:4]4[C:10]([C:11]([NH:13][CH:14]([CH3:16])[CH3:15])=[O:12])=[CH:9][N:8]([CH2:17][O:18][CH2:19][CH2:20][Si:21]([CH3:24])([CH3:23])[CH3:22])[C:5]4=[N:6][CH:7]=3)=[N:47][NH:48]2)=[CH:53][CH:52]=1 |f:4.5,^1:76,78,97,116|. Procedure details: To a stirred solution of 2-bromo-N-isopropyl-5-((2-(trimethylsilyl)ethoxy)methyl)-5H-pyrrolo[2,3-b]pyrazine-7-carboxamide (289 mg, 700 μmol) and 6-chloro-3-(tributylstannyl)-1H-indazole (see Example 4, 2.01 g, 4.55 mmol) in DMF at 20° C. was added copper(I) iodide (25.1 mg, 280 μmol) and then the mixture degassed with bubbling Argon for 15 min. Tetrakis(triphenylphosphine)palladium(0) (80.9 mg, 70.0 μmol) was added then the reaction mixture was heated to 80° C. After 15 h the mixture was cooled ... Reaction conditions: time 16 hour. Yields the product C(C)(C)(C)OC(=O)N1CCC2N(CC(C21)COC2=CC(=C(C=C2)F)F)C(=O)OCC2=CC=CC=C2 (3-(3,4-Difluoro-phenoxymethyl)-hexahydro-pyrrolo[3,2-b]pyrrole-1,4-dicarboxylic acid 1-benzyl ester 4-tert-butyl ester). The reactants are C(C)(C)(C)OC(=O)N1CCC2N(CC(C21)CO)C(=O)OCC2=CC=CC=C2 (3-Hydroxymethyl-hexahydro-pyrrolo[3,2-b]pyrrole-1,4-dicarboxylic acid 1-benzyl ester 4-tert-butyl ester), FC=1C=C(C=CC1F)O (3,4-difluoro-phenol), C1(=CC=CC=C1)P(C1=CC=CC=C1)C1=CC=CC=C1 (triphenylphosphine), CC(C)OC(=O)/N=N/C(=O)OC(C)C (DIAD). Procedure details: A solution of alcohol 77 (0.84 g, 2.2 mmol) in benzene (15 mL) was treated with 3,4-difluoro-phenol (402 mg, 3.1 mmol) and triphenylphosphine (864 mg, 3.3 mmol). To this solution was added DIAD (0.65 mL, 3.3 mmol) and the reaction mixture was stirred at ambient temperature. After 16 h, the solution was concentrated, diluted with DCM, washed with 1M NaOH, dried over anhydrous Na2SO4, filtered and concentrated. The aqueous phase was back-extracted with Et2O and the combined organic extracts were a... The solvent is C1=CC=CC=C1 (benzene). Reaction SMILES: [C:1]([O:5][C:6]([N:8]1[CH:15]2[CH:11]([N:12]([C:18]([O:20][CH2:21][C:22]3[CH:27]=[CH:26][CH:25]=[CH:24][CH:23]=3)=[O:19])[CH2:13][CH:14]2[CH2:16][OH:17])[CH2:10][CH2:9]1)=[O:7])([CH3:4])([CH3:3])[CH3:2].[F:28][C:29]1[CH:30]=[C:31](O)[CH:32]=[CH:33][C:34]=1[F:35].C1(P(C2C=CC=CC=2)C2C=CC=CC=2)C=CC=CC=1.CC(OC(/N=N/C(OC(C)C)=O)=O)C>C1C=CC=CC=1>[C:1]([O:5][C:6]([N:8]1[CH:15]2[CH:11]([N:12]([C:18]([O:20][CH2:21][C:22]3[CH:23]=[CH:24][CH:25]=[CH:26][CH:27]=3)=[O:19])[CH2:13][CH:14]2[CH2:16][O:17][C:32]2[CH:31]=[CH:30][C:29]([F:28])=[C:34]([F:35])[CH:33]=2)[CH2:10][CH2:9]1)=[O:7])([CH3:4])([CH3:2])[CH3:3]. Isolated yield 80.0%.